describe an organic reaction: reactants, conditions, products, and yield From a dataset of the Open Reaction Database (ORD), a public repository of structured organic reaction records. The reactants are solution, C[Mg]Br (methyl magnesium bromide), N1=CC=CC=C1 (pyridine), C12C(C3CC(CC(C1)C3)C2)=O (2-adamantanone), C(C(=C)C)(=O)Cl (methacrylic acid chloride). The solvent is O1CCCC1 (tetrahydrofuran), tetrahydrofuran anhydride. Reaction conditions: temperature 50 celsius, time 3 hour. The product is C(C(=C)C)(=O)OC1(C2CC3CC(CC1C3)C2)C (2-methyl-2-adamantyl methacrylate). Reaction SMILES: [CH:1]12[CH2:10][CH:5]3[CH2:6][CH:7]([CH2:9][CH:3]([CH2:4]3)[C:2]1=[O:11])[CH2:8]2.C[Mg]Br.N1C=CC=C[CH:16]=1.[C:21](Cl)(=[O:25])[C:22]([CH3:24])=[CH2:23]>O1CCCC1>[C:21]([O:11][C:2]1([CH3:16])[CH:3]2[CH2:9][CH:7]3[CH2:6][CH:5]([CH2:10][CH:1]1[CH2:8]3)[CH2:4]2)(=[O:25])[C:22]([CH3:24])=[CH2:23]. Procedure: 30 g of 2-adamantanone was dissolved in tetrahydrofuran anhydride. Then, 200 ml of solution of methyl magnesium bromide dissolved in tetrahydrofuran in an amount of 1 mol/liter was added thereto at room temperature. After 3 hours, 5 g of pyridine was added, 26 g of methacrylic acid chloride was then added, and the resulting mixture was stirred at 50° C. for 3 hours. After the obtained reaction mixture was concentrated, hexane and a 1N ammonium chloride solution were added to the mixture, and the... Reaction conditions: temperature 100 celsius, time 15 minute. Procedure: A mixture of 6-hydroxy-1,2,3,4-tetrahydroisoquinoline-3-carboxylic acid (2 g) and 1,4-naphthalenedione (3.4 g) in acetic anhydride (150 ml) was stirred in an oil bath at 100° C. for 15 minutes. It was then allowed to cool to room temperature and the green solid (2.74 g) was collected by filtration, washed with acetic anhydride and ether and dried at 100° C. for 2 h in vacuo, to give the title compound m.p. 275°-320° C. (decomp), λmax (in ethanol) 244.5 nm (ε26,220) 318 nm (ε4,510) and 383 nm (ε6... Starting materials: OC=1C=C2CC(NCC2=CC1)C(=O)O (6-hydroxy-1,2,3,4-tetrahydroisoquinoline-3-carboxylic acid), C1(C=CC(C2=CC=CC=C12)=O)=O (1,4-naphthalenedione), C(C)(=O)OC(C)=O (acetic anhydride). Reaction SMILES: [OH:1][C:2]1[CH:3]=[C:4]2[C:9](=[CH:10][CH:11]=1)[CH2:8][NH:7][CH:6]([C:12](O)=O)[CH2:5]2.[C:15]1(=[O:26])[C:24]2[C:19](=[CH:20][CH:21]=[CH:22][CH:23]=2)[C:18](=[O:25])[CH:17]=[CH:16]1.[C:27](OC(=O)C)(=O)C>>[OH:1][C:2]1[CH:3]=[C:4]2[C:9](=[CH:10][CH:11]=1)[CH2:8][N:7]1[C:16]([CH3:27])=[C:17]3[C:12]([C:15](=[O:26])[C:24]4[CH:23]=[CH:22][CH:21]=[CH:20][C:19]=4[C:18]3=[O:25])=[C:6]1[CH2:5]2. Product: OC=1C=C2CC=3N(CC2=CC1)C(=C1C(C2=C(C(C13)=O)C=CC=C2)=O)C (5,14-Dihydro-2-hydroxy-7-methylbenz[5,6]isoindolo[2,1-b]isoquinoline-8,13-dione), ( ε6,390 ). The reactants are CCO, CCOC(=O)C1=Cc2c(cc(C)c(Cl)c2C)OC1C(F)(F)F, Cl, [Na+], [OH-], O. Yields the product Cc1cc2c(c(C)c1Cl)C=C(C(=O)O)C(C(F)(F)F)O2. As a reaction SMILES: [CH3:26][CH2:27][OH:28].[Cl:1][c:2]1[c:3]([CH3:22])[c:4]2[c:9]([cH:10][c:11]1[CH3:12])[O:8][CH:7]([C:13]([F:14])([F:15])[F:16])[C:6]([C:17](=[O:18])[O:19][CH2:20][CH3:21])=[CH:5]2.[ClH:25].[Na+:24].[OH-:23].[OH2:29]>>[Cl:1][c:2]1[c:3]([CH3:22])[c:4]2[c:9]([cH:10][c:11]1[CH3:12])[O:8][CH:7]([C:13]([F:14])([F:15])[F:16])[C:6]([C:17](=[O:18])[OH:19])=[CH:5]2.